Dataset: the Open Reaction Database (ORD), a public repository of structured organic reaction records. Task: describe an organic reaction: reactants, conditions, products, and yield The reactants are ClC1=NC=NC(=C1)OCC#CC (4-chloro-6-(2-butynyloxy)pyrimidine), C([O-])([O-])=O.[K+].[K+] (potassium carbonate), FC1=C(C(=C(C=C1F)F)F)O (2,3,5,6-tetrafluorophenol), [Cl-].[NH4+] (ammonium chloride). Run in CN(C=O)C (N,N-dimethylformamide). Conditions: temperature 60 celsius, time 7 hour. Yields the product FC1=C(OC2=NC=NC(=C2)OCC#CC)C(=C(C=C1F)F)F (4-(2,3,5,6-tetrafluorophenoxy)-6-(2-butynyloxy)pyrimidine). Yield: 29.2%. As a reaction SMILES: Cl[C:2]1[CH:7]=[C:6]([O:8][CH2:9][C:10]#[C:11][CH3:12])[N:5]=[CH:4][N:3]=1.C(=O)([O-])[O-].[K+].[K+].[F:19][C:20]1[C:25]([F:26])=[CH:24][C:23]([F:27])=[C:22]([F:28])[C:21]=1[OH:29].[Cl-].[NH4+]>CN(C)C=O>[F:19][C:20]1[C:25]([F:26])=[CH:24][C:23]([F:27])=[C:22]([F:28])[C:21]=1[O:29][C:2]1[CH:7]=[C:6]([O:8][CH2:9][C:10]#[C:11][CH3:12])[N:5]=[CH:4][N:3]=1 |f:1.2.3,5.6|. Procedure details: To 2 ml of N,N-dimethylformamide were added 0.2 g of 4-chloro-6-(2-butynyloxy)pyrimidine, 0.23 g of potassium carbonate, and 0.22 g of 2,3,5,6-tetrafluorophenol, followed by stirring at 60° C. for 7 hours. The reaction mixture was then left for cooling to room temperature and poured into a saturated aqueous ammonium chloride solution, which was extracted three times with chloroform. The chloroform layers were combined and washed with diluted hydrochloric acid and then with water. The organic lay... Reaction SMILES: [C:12]([CH3:13])(=[O:14])[O:15][CH:16]1[CH2:17][CH:18]2[CH2:19][CH2:20][CH:21]3[CH:22]4[CH2:23][CH2:24][C:25](=[O:35])[C:26]4([CH3:27])[CH2:28][CH2:29][CH:30]3[C:31]2([CH3:34])[CH2:32][CH2:33]1.[CH2:1]([B:2]([CH2:3][CH3:10])[c:4]1[cH:5][n:6][cH:7][cH:8][cH:9]1)[CH3:11].[CH2:42]1[O:43][CH2:44][CH2:45][CH2:46]1.[Na+:36].[Na+:37].[O-:38][C:39](=[O:40])[O-:41]>>[c:4]1([C:25]2=[CH:24][CH2:23][CH:22]3[CH:21]4[CH2:20][CH2:19][CH:18]5[CH2:17][CH:16]([O:15][C:12]([CH3:13])=[O:14])[CH2:33][CH2:32][C:31]5([CH3:34])[CH:30]4[CH2:29][CH2:28][C:26]32[CH3:27])[cH:5][n:6][cH:7][cH:8][cH:9]1. Product: CC(=O)OC1CCC2(C)C(CCC3C4CC=C(c5cccnc5)C4(C)CCC32)C1. The reactants are CC(=O)OC1CCC2(C)C(CCC3C4CCC(=O)C4(C)CCC32)C1, CCB(CC)c1cccnc1, C1CCOC1, [Na+], [Na+], O=C([O-])[O-]. The reactants are COc1ccc(COc2ccc(C#N)cc2C=O)cc1, ClCCl, O=CC=P(c1ccccc1)(c1ccccc1)c1ccccc1. Product: COc1ccc(COc2ccc(C#N)cc2C=CC=O)cc1. As a reaction SMILES: [C:1](#[N:2])[c:3]1[cH:4][c:5]([CH:6]=[O:7])[c:8]([O:11][CH2:12][c:13]2[cH:14][cH:15][c:16]([O:19][CH3:20])[cH:17][cH:18]2)[cH:9][cH:10]1.[Cl:43][CH2:44][Cl:45].[c:21]1([P:22]([c:23]2[cH:24][cH:25][cH:26][cH:27][cH:28]2)([c:29]2[cH:30][cH:31][cH:32][cH:33][cH:34]2)=[CH:40][CH:41]=[O:42])[cH:35][cH:36][cH:37][cH:38][cH:39]1>>[C:1](#[N:2])[c:3]1[cH:4][c:5]([CH:6]=[CH:40][CH:41]=[O:42])[c:8]([O:11][CH2:12][c:13]2[cH:14][cH:15][c:16]([O:19][CH3:20])[cH:17][cH:18]2)[cH:9][cH:10]1.